Dataset: the Open Reaction Database (ORD), a public repository of structured organic reaction records. Task: describe an organic reaction: reactants, conditions, products, and yield Reactants: O=C(Cl)CCCC1CCCCC1, COc1ccc(Cl)c(OC)c1, ClC(Cl)(Cl)Cl, Cl. Yields the product COc1cc(OC)c(C(=O)CCCC2CCCCC2)cc1Cl. RXN SMILES: [CH2:12]1[CH2:13][CH2:14][CH:15]([CH2:18][CH2:19][CH2:20][C:21](=[O:22])[Cl:23])[CH2:16][CH2:17]1.[CH3:1][O:2][c:3]1[c:4]([Cl:11])[cH:5][cH:6][c:7]([O:9][CH3:10])[cH:8]1.[Cl:25][C:26]([Cl:27])([Cl:28])[Cl:29].[ClH:24]>>[CH3:1][O:2][c:3]1[c:4]([Cl:11])[cH:5][c:6]([C:21]([CH2:20][CH2:19][CH2:18][CH:15]2[CH2:14][CH2:13][CH2:12][CH2:17][CH2:16]2)=[O:22])[c:7]([O:9][CH3:10])[cH:8]1. The reactants are ClC=1N=C(N(C1CC(=O)O)CC1=CC(=C(C=C1)OCC1=CC=CC=C1)C)C1=CC=CC=C1 (4-Chloro-1-(4-benzyloxy-3-methylbenzyl)-2-phenylimidazole-5-acetic acid). Solvent: FC(C(=O)O)(F)F (trifluoroacetic acid). Product: ClC=1N=C(N(C1CC(=O)O)CC1=CC(=C(C=C1)O)C)C1=CC=CC=C1 (4-chloro-1-(4-hydroxy-3-methylbenzyl)-2-phenylimidazole-5-acetic acid). Reaction SMILES: [Cl:1][C:2]1[N:3]=[C:4]([C:27]2[CH:32]=[CH:31][CH:30]=[CH:29][CH:28]=2)[N:5]([CH2:11][C:12]2[CH:17]=[CH:16][C:15]([O:18]CC3C=CC=CC=3)=[C:14]([CH3:26])[CH:13]=2)[C:6]=1[CH2:7][C:8]([OH:10])=[O:9]>FC(F)(F)C(O)=O>[Cl:1][C:2]1[N:3]=[C:4]([C:27]2[CH:32]=[CH:31][CH:30]=[CH:29][CH:28]=2)[N:5]([CH2:11][C:12]2[CH:17]=[CH:16][C:15]([OH:18])=[C:14]([CH3:26])[CH:13]=2)[C:6]=1[CH2:7][C:8]([OH:10])=[O:9]. Procedure: 4-Chloro-1-(4-benzyloxy-3-methylbenzyl)-2-phenylimidazole-5-acetic acid (20 g) was boiled in 200 ml of trifluoroacetic acid for 30 minutes. The reaction mixture was evaporated to dryness under reduced pressure and the residue was dissolved in 300 ml of diethyl ether and washed with two 300-ml portions of water. The diethyl ether layer was extracted with six 150-ml portions of 0.3 N-sodium hydroxide. The aqueous layers containing the desired product were combined, adjusted to pH 2 with hydrochlor... Reactants: CC(CO)C1(NC(=O)OCc2ccccc2)CCCN(C(=O)OC(C)(C)C)C1, C, CO, [Pd]. The product is CC(CO)C1(N)CCCN(C(=O)OC(C)(C)C)C1. As a reaction SMILES: [C:1]([CH3:2])([CH3:3])([CH3:4])[O:5][C:6](=[O:7])[N:8]1[CH2:9][C:10]([CH:14]([CH2:15][OH:16])[CH3:17])([NH:18][C:19]([O:20][CH2:21][c:22]2[cH:23][cH:24][cH:25][cH:26][cH:27]2)=[O:28])[CH2:11][CH2:12][CH2:13]1.[C:31].[CH3:29][OH:30].[Pd:32]>>[C:1]([CH3:2])([CH3:3])([CH3:4])[O:5][C:6](=[O:7])[N:8]1[CH2:9][C:10]([CH:14]([CH2:15][OH:16])[CH3:17])([NH2:18])[CH2:11][CH2:12][CH2:13]1. Reactants: Brc1cnc(c(c1)O[C@@H](c1c(ccc(c1)F)C(=O)N(Cc1cn(nn1)CC1CCC1)C)C)N. Reagents/catalysts: c1ccc(cc1)-c2c3ccccc3cc4ccccc24 (9-Phenylanthracene), CC(=O)[O-].[K+] (KOAc), P([C@]12C[C@@H]3C[C@H](C2)C[C@@H](C1)C3)([C@]12C[C@@H]3C[C@@H](C2)C[C@@H](C1)C3)CCCC (cataCXium A), C(O[Pd]OC(C)=O)(C)=O (Pd(OAc)2). Run in CCC(C)(C)O (t-AmOH). Reaction conditions: temperature 110 celsius, time 18 hour. Product: C[C@H]1Oc2cc(cnc2N)c3c(CN(C)C(=O)c4ccc(F)cc14)nnn3CC5CCC5. RXN SMILES: [CH3:1][C@H:2]([c:11]1[c:17]([C:18]([N:20]([CH2:22][c:23]2[n:32][n:31][n:25]([CH2:26][CH:27]3[CH2:30][CH2:29][CH2:28]3)[cH:24]2)[CH3:21])=[O:19])[cH:16][cH:15][c:13]([F:14])[cH:12]1)[O:3][c:4]4[c:9]([NH2:10])[n:8][cH:7][c:6](Br)[cH:5]4>>[CH3:1][C@@H:2]1[c:11]([c:17]2[C:18](=[O:19])[N:20]([CH3:21])[CH2:22][c:23]3[c:24]([n:25]([CH2:26][CH:27]4[CH2:30][CH2:29][CH2:28]4)[n:31][n:32]3)[c:6]5[cH:5][c:4]([c:9]([NH2:10])[n:8][cH:7]5)[O:3]1)[cH:12][c:13]([F:14])[cH:15][cH:16]2. The reactants are C1(=CC=CC=C1)C(C(=O)OC1=CC=CC=C1)=O (phenyl phenylglyoxylate), [P] (phosphorus). The solvent is C(Cl)(Cl)Cl (chloroform). The product is C(C1=CC=CC=C1)(=O)OC1=CC=CC=C1 (Phenyl Benzoate). RXN SMILES: [C:1]1([C:7](=O)[C:8]([O:10][C:11]2[CH:16]=[CH:15][CH:14]=[CH:13][CH:12]=2)=[O:9])[CH:6]=[CH:5][CH:4]=[CH:3]C=1.[P]>C(Cl)(Cl)Cl>[C:8]([O:10][C:11]1[CH:12]=[CH:13][CH:14]=[CH:15][CH:16]=1)(=[O:9])[C:7]1[CH:3]=[CH:4][CH:5]=[CH:6][CH:1]=1. Procedure details: The decarbonylation reaction of phenyl phenylglyoxylate (PPG) was repeated in the manner as described in Example 79, except that the organic phosphorus compound set forth in Table 12 was employed and the amount of chloroform was changed as set forth in Table 12. The results are also set forth in Table 12. Starting materials: C1(=CC=CC=2CC=CCC12)O (5,8-dihydro-1-naphthol), [OH-].[Na+] (sodium hydroxide), C(Cl)C1CO1 (epichlorohydrin), O1CCOCC1 (p-dioxane). Run in O (water). The product is O1C(COC2=CC=CC=3CC=CCC23)C1 (1-(2,3-epoxypropoxy)-5,8-dihydronaphthalene). Reaction SMILES: [C:1]1([OH:11])[C:10]2[CH2:9][CH:8]=[CH:7][CH2:6][C:5]=2[CH:4]=[CH:3][CH:2]=1.[CH2:12]([CH:14]1[O:16][CH2:15]1)Cl.O1CCOCC1.[OH-].[Na+]>O>[O:16]1[CH2:15][CH:14]1[CH2:12][O:11][C:1]1[C:10]2[CH2:9][CH:8]=[CH:7][CH2:6][C:5]=2[CH:4]=[CH:3][CH:2]=1 |f:3.4|. Procedure: To a cooled solution of 15 g. (0.1 m.) of 5,8-dihydro-1-naphthol and 13.2 g. (0.14 m.) of epichlorohydrin in 38 ml. of p-dioxane, a cold solution of 4.9 g. of sodium hydroxide in 10 ml. of water is added dropwise. The mixture is refluxed three hours, cooled, and extracted with benzene. The benzene extract is washed with water, dried (MgSO4) and evaporated in vacuo to give 1-(2,3-epoxypropoxy)-5,8-dihydronaphthalene. Distillation of the crude oil at 1.2 mm., b.p. 139°-140°, gives a colorless liqu... Reactants: BrCCCCCCCCC#CCCCCOC1=CC=C(C=C1)Cl (1-bromo-14-(4-chlorophenoxy)-tetradec-9-yne), [Na] (sodium), OC1=CC=C(C(=O)OCC)C=C1 (ethyl 4-hydroxybenzoate). Solvent: C(C)O (ethanol), C(C)O (ethanol), C(C)O (ethanol). Conditions: time 15 minute. The product is C(C)OC(=O)C1=CC=C(OCCCCCCCCC#CCCCCOC2=CC=C(C=C2)Cl)C=C1 (1-(4-ethoxycarbonylphenoxy)-14-(4-chlorophenoxy)-tetradec-9-yne). Isolated yield 44.3%. RXN SMILES: [Na].[OH:2][C:3]1[CH:13]=[CH:12][C:6]([C:7]([O:9][CH2:10][CH3:11])=[O:8])=[CH:5][CH:4]=1.Br[CH2:15][CH2:16][CH2:17][CH2:18][CH2:19][CH2:20][CH2:21][CH2:22][C:23]#[C:24][CH2:25][CH2:26][CH2:27][CH2:28][O:29][C:30]1[CH:35]=[CH:34][C:33]([Cl:36])=[CH:32][CH:31]=1>C(O)C>[CH2:10]([O:9][C:7]([C:6]1[CH:5]=[CH:4][C:3]([O:2][CH2:15][CH2:16][CH2:17][CH2:18][CH2:19][CH2:20][CH2:21][CH2:22][C:23]#[C:24][CH2:25][CH2:26][CH2:27][CH2:28][O:29][C:30]2[CH:31]=[CH:32][C:33]([Cl:36])=[CH:34][CH:35]=2)=[CH:13][CH:12]=1)=[O:8])[CH3:11] |^1:0|. Procedure details: To a solution of sodium (0.58 g.; 0.025 M.) in absolute ethanol (15 ml.) was added ethyl 4-hydroxybenzoate (4.15 g; 0.025 M.) in absolute ethanol (20 ml.) and the mixture was stirred at room temperature for 15 minutes. A solution of 1-bromo-14-(4-chlorophenoxy)-tetradec-9-yne (7.00 g.; 0.0175 M.) in absolute ethanol (20 ml). was added and the mixture was boiled under reflux with stirring for 6 hours. The reaction mixture was cooled to room temperature filtered and the solvent removed under reduc...